This data is from the Open Reaction Database (ORD), a public repository of structured organic reaction records. The task is: describe an organic reaction: reactants, conditions, products, and yield The reactants are CCO, O=C1Nc2ccccc2OC1=Cc1ccc([N+](=O)[O-])cc1, NN, O. The product is Nc1ccc(C=C2Oc3ccccc3NC2=O)cc1. Reaction SMILES: [CH3:25][CH2:26][OH:27].[N+:1]([O-:2])(=[O:3])[c:4]1[cH:5][cH:6][c:7]([CH:10]=[C:11]2[O:12][c:13]3[c:14]([cH:18][cH:19][cH:20][cH:21]3)[NH:15][C:16]2=[O:17])[cH:8][cH:9]1.[NH2:23][NH2:24].[OH2:22]>>[NH2:1][c:4]1[cH:5][cH:6][c:7]([CH:10]=[C:11]2[O:12][c:13]3[c:14]([cH:18][cH:19][cH:20][cH:21]3)[NH:15][C:16]2=[O:17])[cH:8][cH:9]1. Starting materials: COC=1C=CC2=C(CCN(C(N2)=O)C2CCN(CC2)C(=O)O[C@@H](C(=O)N2CCC(CC2)N2CCN(CC2)CC(=O)OCC)CC2=CC(=C(C(=C2)C(F)(F)F)N)Cl)C1 ((R)-1-(4-amino-3-chloro-5-trifluoromethyl-benzyl)-2-[4-(4-ethoxycarbonyl methyl-piperazin-1-yl)-piperidin-1-yl]-2-oxo-ethyl 4-(7-methoxy-2-oxo-1,2,4,5-tetrahydro-1,3-benzodiazepin-3-yl)-piperidine-1-carboxylate), [Li+].[OH-] (LiOH). Product: COC=1C=CC2=C(CCN(C(N2)=O)C2CCN(CC2)C(=O)O[C@@H](C(=O)N2CCC(CC2)N2CCN(CC2)CC(=O)O)CC2=CC(=C(C(=C2)C(F)(F)F)N)Cl)C1 ((R)-1-(4-amino-3-chloro-5-trifluoromethyl-benzyl)-2-[4-(4-carboxymethyl-piperazin-1-yl)-piperidin-1-yl]-2-oxo-ethyl 4-(7-methoxy-2-oxo-1,2,4,5-tetrahydro-1,3-benzodiazepin-3-yl)-piperidine-1-carboxylate). Reaction SMILES: [CH3:1][O:2][C:3]1[CH:4]=[CH:5][C:6]2[NH:12][C:11](=[O:13])[N:10]([CH:14]3[CH2:19][CH2:18][N:17]([C:20]([O:22][C@H:23]([CH2:44][C:45]4[CH:50]=[C:49]([C:51]([F:54])([F:53])[F:52])[C:48]([NH2:55])=[C:47]([Cl:56])[CH:46]=4)[C:24]([N:26]4[CH2:31][CH2:30][CH:29]([N:32]5[CH2:37][CH2:36][N:35]([CH2:38][C:39]([O:41]CC)=[O:40])[CH2:34][CH2:33]5)[CH2:28][CH2:27]4)=[O:25])=[O:21])[CH2:16][CH2:15]3)[CH2:9][CH2:8][C:7]=2[CH:57]=1.[Li+].[OH-]>>[CH3:1][O:2][C:3]1[CH:4]=[CH:5][C:6]2[NH:12][C:11](=[O:13])[N:10]([CH:14]3[CH2:15][CH2:16][N:17]([C:20]([O:22][C@H:23]([CH2:44][C:45]4[CH:50]=[C:49]([C:51]([F:54])([F:53])[F:52])[C:48]([NH2:55])=[C:47]([Cl:56])[CH:46]=4)[C:24]([N:26]4[CH2:31][CH2:30][CH:29]([N:32]5[CH2:37][CH2:36][N:35]([CH2:38][C:39]([OH:41])=[O:40])[CH2:34][CH2:33]5)[CH2:28][CH2:27]4)=[O:25])=[O:21])[CH2:18][CH2:19]3)[CH2:9][CH2:8][C:7]=2[CH:57]=1 |f:1.2|. Procedure: Prepared analogously to Example 15.1 from 20 mg (0.02 mmol) (R)-1-(4-amino-3-chloro-5-trifluoromethyl-benzyl)-2-[4-(4-ethoxycarbonyl methyl-piperazin-1-yl)-piperidin-1-yl]-2-oxo-ethyl 4-(7-methoxy-2-oxo-1,2,4,5-tetrahydro-1,3-benzodiazepin-3-yl)-piperidine-1-carboxylate and 2 mg (0.08 mmol) LiOH. Starting materials: CC(C)c1cc(O)c(C(C)C)c(Br)c1O, [Cl-], COCCl, S=C=S. The product is CC(C)c1c(O)c(CCl)c(C(C)C)c(O)c1Br. As a reaction SMILES: [Br:1][c:2]1[c:3]([CH:13]([CH3:14])[CH3:15])[c:4]([OH:5])[cH:6][c:7]([CH:10]([CH3:11])[CH3:12])[c:8]1[OH:9].[Cl-:20].[Cl:16][CH2:17][O:18][CH3:19].[S:21]=[C:22]=[S:23]>>[Br:1][c:2]1[c:3]([CH:13]([CH3:14])[CH3:15])[c:4]([OH:5])[c:6]([CH2:17][Cl:16])[c:7]([CH:10]([CH3:11])[CH3:12])[c:8]1[OH:9]. Starting materials: [N+](=O)([O-])[O-].[K+] (KNO3), COC(OC1=C(C=C(C=C1)F)C)=O (carbonic acid 4-fluoro-2-methyl-phenyl ester methyl ester), ice water. The solvent is S(O)(O)(=O)=O (sulfuric acid). Reaction conditions: temperature 0 celsius, time 1 hour. Product: COC(OC1=C(C=C(C(=C1)[N+](=O)[O-])F)C)=O (carbonic acid 4-fluoro-2-methyl-5-nitro-phenyl ester methyl ester). Isolated yield 10.7%. As a reaction SMILES: [CH3:1][O:2][C:3](=[O:13])[O:4][C:5]1[CH:10]=[CH:9][C:8]([F:11])=[CH:7][C:6]=1[CH3:12].[N+:14]([O-])([O-:16])=[O:15].[K+]>S(=O)(=O)(O)O>[CH3:1][O:2][C:3](=[O:13])[O:4][C:5]1[CH:10]=[C:9]([N+:14]([O-:16])=[O:15])[C:8]([F:11])=[CH:7][C:6]=1[CH3:12] |f:1.2|. Procedure: To a solution of carbonic acid 4-fluoro-2-methyl-phenyl ester methyl ester (15 g, 81.5 mmol) in conc. sulfuric acid (100 mL) at 0° C. was added powdered KNO3 (8.3 g, 82.2 mmol) in several portions. The reaction mixture was stirred for 1 hour at 0° C. and was then poured into ice water and extracted with ethyl acetate (3×100 mL). The extracts were washed with water and brine, dried (MgSO4), concentrated in vacuo and purified by silica gel chromatography to provide carbonic acid 4-fluoro-2-methyl-...